Dataset: the Open Reaction Database (ORD), a public repository of structured organic reaction records. Task: describe an organic reaction: reactants, conditions, products, and yield Starting materials: C(=O)(OC(C)(C)C)N1CCC(CC1)N1C(OC(C1)CN1CCN(CC1)CCC(=O)OC)=O (3-(1-BOC-4-piperidyl)-5-[4-(2-methoxycarbonylethyl)piperazino]methyloxazolidin-2-one), Cl (HCl). Conditions: time 3 hour. Yields the product Cl.N1CCC(CC1)N1C(OC(C1)CN1CCN(CC1)CCC(=O)OC)=O (3-(4-piperidyl)-5-[4-(2-methoxycarbonylethyl)piperazino]methyloxazolidin-2-one, hydrochloride). Reaction SMILES: C([N:8]1[CH2:13][CH2:12][CH:11]([N:14]2[CH2:18][CH:17]([CH2:19][N:20]3[CH2:25][CH2:24][N:23]([CH2:26][CH2:27][C:28]([O:30][CH3:31])=[O:29])[CH2:22][CH2:21]3)[O:16][C:15]2=[O:32])[CH2:10][CH2:9]1)(OC(C)(C)C)=O.[ClH:33]>>[ClH:33].[NH:8]1[CH2:9][CH2:10][CH:11]([N:14]2[CH2:18][CH:17]([CH2:19][N:20]3[CH2:25][CH2:24][N:23]([CH2:26][CH2:27][C:28]([O:30][CH3:31])=[O:29])[CH2:22][CH2:21]3)[O:16][C:15]2=[O:32])[CH2:12][CH2:13]1 |f:2.3|. Procedure: 0.6 g of 3-(1-BOC-4-piperidyl)-5-[4-(2-methoxycarbonylethyl)piperazino]methyloxazolidin-2-one [obtainable according to Ex. 1] are suspended in 40 ml of 2N HCl solution based on dioxane and the mixture is stirred at room temperature for 3 hours. After removal of the solvent and customary working up, 3-(4-piperidyl)-5-[4-(2-methoxycarbonylethyl)piperazino]methyloxazolidin-2-one, hydrochloride, is obtained.